Dataset: the Open Reaction Database (ORD), a public repository of structured organic reaction records. Task: describe an organic reaction: reactants, conditions, products, and yield The reactants are CC(C)(C)OC(=O)NC1CCC(CC=O)CC1, O=C(c1ccc(Cl)cc1)C1CCNCC1, Cl. Product: CC(C)(C)OC(=O)NC1CCC(CCN2CCC(C(=O)c3ccc(Cl)cc3)CC2)CC1. RXN SMILES: [C:17]([CH3:18])([CH3:19])([CH3:20])[O:21][C:22]([NH:23][CH:24]1[CH2:25][CH2:26][CH:27]([CH2:30][CH:31]=[O:32])[CH2:28][CH2:29]1)=[O:33].[Cl:2][c:3]1[cH:4][cH:5][c:6]([C:9](=[O:10])[CH:11]2[CH2:12][CH2:13][NH:14][CH2:15][CH2:16]2)[cH:7][cH:8]1.[ClH:1]>>[Cl:2][c:3]1[cH:4][cH:5][c:6]([C:9](=[O:10])[CH:11]2[CH2:12][CH2:13][N:14]([CH2:31][CH2:30][CH:27]3[CH2:26][CH2:25][CH:24]([NH:23][C:22]([O:21][C:17]([CH3:18])([CH3:19])[CH3:20])=[O:33])[CH2:29][CH2:28]3)[CH2:15][CH2:16]2)[cH:7][cH:8]1. Reactants: ClCCl, CO, CC(NC(=O)Cc1cc(F)cc(F)c1)C(=O)NC(Cc1ccccc1)C(=O)O, OCCCI. Product: CC(NC(=O)Cc1cc(F)cc(F)c1)C(=O)NC(Cc1ccccc1)C(=O)OCCCI. RXN SMILES: [CH2:36]([Cl:37])[Cl:38].[CH3:34][OH:35].[F:1][c:2]1[cH:3][c:4]([CH2:9][C:10](=[O:11])[NH:12][CH:13]([CH3:14])[C:15](=[O:16])[NH:17][CH:18]([CH2:19][c:20]2[cH:21][cH:22][cH:23][cH:24][cH:25]2)[C:26](=[O:27])[OH:28])[cH:5][c:6]([F:8])[cH:7]1.[I:29][CH2:30][CH2:31][CH2:32][OH:33]>>[F:1][c:2]1[cH:3][c:4]([CH2:9][C:10](=[O:11])[NH:12][CH:13]([CH3:14])[C:15](=[O:16])[NH:17][CH:18]([CH2:19][c:20]2[cH:21][cH:22][cH:23][cH:24][cH:25]2)[C:26]([O:27][CH2:32][CH2:31][CH2:30][I:29])=[O:28])[cH:5][c:6]([F:8])[cH:7]1. Reaction SMILES: [C:1]([O:2][C:3]([N:4]1[CH2:5][CH:6]([CH3:7])[N:8]2[CH:9]([CH2:10][c:11]3[c:12]2[n:13][c:14]([Br:15])[cH:16][cH:17]3)[CH2:18]1)=[O:19])([CH3:20])([CH3:21])[CH3:22].[C:23]([CH3:24])([CH3:25])([CH3:26])[O:27][C:28](=[O:29])[N:30]1[CH2:31][CH:32]2[CH2:33][c:34]3[cH:35][c:36]([Br:48])[c:37]([CH:44]([CH3:45])[O:46][CH3:47])[n:38][c:39]3[N:40]2[CH:41]([CH3:43])[CH2:42]1>>[CH3:1][c:36]1[cH:35][c:34]2[c:39]([n:38][c:37]1[CH:44]([CH3:45])[O:46][CH3:47])[N:40]1[CH:32]([CH2:31][N:30]([C:28]([O:27][C:23]([CH3:24])([CH3:25])[CH3:26])=[O:29])[CH2:42][CH:41]1[CH3:43])[CH2:33]2. Product: COC(C)c1nc2c(cc1C)CC1CN(C(=O)OC(C)(C)C)CC(C)N21. Reactants: CC1CN(C(=O)OC(C)(C)C)CC2Cc3ccc(Br)nc3N12, COC(C)c1nc2c(cc1Br)CC1CN(C(=O)OC(C)(C)C)CC(C)N21. Product: C(C)N(CCN(C\C=C\C1=CC(=CC=C1)C1=CSC=C1)C)C\C=C\C#CC(C)(C)C ((E,E)-N'-ethyl-N'-(6,6-dimethyl-2-hepten-4-ynyl)-N-methyl-N-[3-[3-(3-thienyl)phenyl]-2-propenyl]ethylenediamine). Procedure details: Compounds of Examples 81 and 82 were obtained by performing the same reaction as in Example 80 except that (E)-N'-ethyl-N'-(6,6-dimethyl-2-hepten-4-ynyl)-N-[2-[3-(3-thienyl)phenoxy]ethyl]ethylenediamine or acetaldehyde was used instead of the starting compound, (E, E)-N'-ethyl-N'-(6,6-dimethyl-2-hepten-4-ynyl)-N-[3-[3-(3-thienyl)phenyl]-2-propenyl]ethylenedi-amine or formalin, which was used in the above-mentioned reaction. The reactants are Compounds, C(C)N(CCNC\C=C\C1=CC(=CC=C1)C1=CSC=C1)C\C=C\C#CC(C)(C)C ((E, E)-N'-ethyl-N'-(6,6-dimethyl-2-hepten-4-ynyl)-N-[3-[3-(3-thienyl)phenyl]-2-propenyl]ethylenedi-amine), C(C)N(CCNCCOC1=CC(=CC=C1)C1=CSC=C1)C\C=C\C#CC(C)(C)C ((E)-N'-ethyl-N'-(6,6-dimethyl-2-hepten-4-ynyl)-N-[2-[3-(3-thienyl)phenoxy]ethyl]ethylenediamine), C(C)=O (acetaldehyde), C=O (formalin). As a reaction SMILES: [CH2:1](N(C/C=C/C#CC(C)(C)C)CCNCCOC1C=CC=C(C2C=CSC=2)C=1)C.C(=O)C.[CH2:33]([N:35]([CH2:53]/[CH:54]=[CH:55]/[C:56]#[C:57][C:58]([CH3:61])([CH3:60])[CH3:59])[CH2:36][CH2:37][NH:38][CH2:39]/[CH:40]=[CH:41]/[C:42]1[CH:47]=[CH:46][CH:45]=[C:44]([C:48]2[CH:52]=[CH:51][S:50][CH:49]=2)[CH:43]=1)[CH3:34].C=O>>[CH2:33]([N:35]([CH2:53]/[CH:54]=[CH:55]/[C:56]#[C:57][C:58]([CH3:60])([CH3:59])[CH3:61])[CH2:36][CH2:37][N:38]([CH3:1])[CH2:39]/[CH:40]=[CH:41]/[C:42]1[CH:47]=[CH:46][CH:45]=[C:44]([C:48]2[CH:52]=[CH:51][S:50][CH:49]=2)[CH:43]=1)[CH3:34]. Reactants: O (water), C(=O)(O)[O-].[Na+] (NaHCO3), [N+](=O)([O-])C1=CC=C(C(=O)N2C3=C(C(CCC2)O)N=CC=C3)C=C1 (5-(4-nitrobenzoyl)-9-hydroxy-6,7,8,9-tetrahydro-5H-pyrido[3,2-b]azepine). Solvent: C(C)(=O)OCC (ethyl acetate), CS(=O)C (dimethyl sulfoxide), C(C)(=O)OC(C)=O (acetic anhydride). Conditions: time 16 hour. Product: [N+](=O)([O-])C1=CC=C(C(=O)N2C3=C(C(CCC2)=O)N=CC=C3)C=C1 (5,6,7,8-Tetrahydro-5-(4-nitrobenzoyl)-9H-pyrido[3.2-b]azepin-9-one). As a reaction SMILES: [N+:1]([C:4]1[CH:23]=[CH:22][C:7]([C:8]([N:10]2[CH2:16][CH2:15][CH2:14][CH:13]([OH:17])[C:12]3[N:18]=[CH:19][CH:20]=[CH:21][C:11]2=3)=[O:9])=[CH:6][CH:5]=1)([O-:3])=[O:2].O.C([O-])(O)=O.[Na+]>CS(C)=O.C(OC(=O)C)(=O)C.C(OCC)(=O)C>[N+:1]([C:4]1[CH:5]=[CH:6][C:7]([C:8]([N:10]2[CH2:16][CH2:15][CH2:14][C:13](=[O:17])[C:12]3[N:18]=[CH:19][CH:20]=[CH:21][C:11]2=3)=[O:9])=[CH:22][CH:23]=1)([O-:3])=[O:2] |f:2.3|. Procedure: A mixture of 0.5 g of 5-(4-nitrobenzoyl)-9-hydroxy-6,7,8,9-tetrahydro-5H-pyrido[3,2-b]azepine in 5 ml of dimethyl sulfoxide and 1 ml of acetic anhydride is stirred at room temperature 16 hours. To the mixture is added 10 ml of water and 1N NaHCO3. The mixture is extracted with ethyl acetate and the extract washed with water, 1N NaHC3, brine and dried. The solvent is removed to give a solid. chromatography on silica gel with ethyl acetate as solvent gives the product as a solid, m.p. 188°-190° C. Reactants: O (water), C1=CC=CC=2SC3=CC=CC=C3NC12 (phenothiazine), [NH2-].[Na+] (sodium amide), C1C(C)O1 (propylene oxide). Run in C=1(C(=CC=CC1)C)C (xylene). Product: OC(CN1C2=CC=CC=C2SC=2C=CC=CC12)C (10-(2-hydroxypropyl)phenothiazine). RXN SMILES: [CH:1]1[C:14]2[NH:13][C:12]3[C:7](=[CH:8][CH:9]=[CH:10][CH:11]=3)[S:6][C:5]=2[CH:4]=[CH:3][CH:2]=1.[NH2-].[Na+].[CH2:17]1[O:20][CH:18]1[CH3:19].O>C1(C)C(C)=CC=CC=1>[OH:20][CH:18]([CH3:19])[CH2:17][N:13]1[C:14]2[CH:1]=[CH:2][CH:3]=[CH:4][C:5]=2[S:6][C:7]2[C:12]1=[CH:11][CH:10]=[CH:9][CH:8]=2 |f:1.2|. Procedure details: A solution of phenothiazine (5 g, 25.1 mmol) and sodium amide (95%, 1.2 g, 29 mmol) in xylene (30 ml) was heated under reflux for 3 hours. Then propylene oxide (2.5 ml, 37 mmol) was added thereto under ice-cooling, and the reaction mixture was heated under reflux for 3 hours. To the reaction mixture was added water, and the mixture was extracted with chloroform, washed with saturated brine, dried over anhydrous magnesium sulfate and evaporated. The thus-obtained black-brown solution containing x... The reactants are C(Cl)Cl (DCM), COC1=C(CSC2=C(C=CC=C2)C2=CC(=CC=C2)O)C(=CC(=C1)OC)OC (2′-(2,4,6-trimethoxybenzylthio)biphenyl-3-ol), C(=O)(C(F)(F)F)O (TFA), C(C)[SiH](CC)CC (triethylsilane). The solvent is O (water). Product: SC1=C(C=CC=C1)C1=CC(=CC=C1)O (2′-mercaptobiphenyl-3-ol). Yield: 66.9%. Reaction SMILES: COC1C=C(OC)C=C(OC)C=1C[S:6][C:7]1[CH:12]=[CH:11][CH:10]=[CH:9][C:8]=1[C:13]1[CH:18]=[CH:17][CH:16]=[C:15]([OH:19])[CH:14]=1.C(O)(C(F)(F)F)=O.C([SiH](CC)CC)C.C(Cl)Cl>O>[SH:6][C:7]1[CH:12]=[CH:11][CH:10]=[CH:9][C:8]=1[C:13]1[CH:18]=[CH:17][CH:16]=[C:15]([OH:19])[CH:14]=1. Reported procedure: 2′-(2,4,6-trimethoxybenzylthio)biphenyl-3-ol (0.948 g, 2.48 mmol) was treated with TFA:triethylsilane:DCM (8 ml:3 ml:80 ml). The solution was stirred 30 min. before 40 ml water was added and the mixture was extracted with DCM (2×80 ml). The organic was washed with water, brine, dried over magnesium sulfate and concentrated. The residue was purified by silica flash chromatography (hexane:ethyl acetate 80:20) to afford 0.335 g product (1.66 mmol, 67% yield). Run at temperature 80 celsius. Reactants: liquid, N (ammonia), CCO (etanol), CCC(CC(=O)OCC)=O (ethyl methylacetoacetate). Procedure details: 10 kg ethyl methylacetoacetate and 4 l abs. etanol was mixed in an autoclave and 3.4 kg of liquid ammonia was added. The mixture is stirred and the temperature gradually increased to 80° C. during 4 hrs. This temperature is maintained over night. The temperature is decreased to 40° C. and the excess ammonia is evaporated. Toluene (10 l) is added and the water is separated. The organic layer is dried by evaporation of toluene and alcohol. The yield is quantitative. The product is low melting soli... Product: C(C)OC(\C(=C(\C)/N)\C)=O (ethyl-3-amino-2-methylcrotonate). RXN SMILES: C[CH2:2][C:3](=O)[CH2:4][C:5]([O:7][CH2:8][CH3:9])=[O:6].[NH3:11].[CH3:12]CO>>[CH2:8]([O:7][C:5](=[O:6])/[C:4](/[CH3:12])=[C:3](\[NH2:11])/[CH3:2])[CH3:9]. Starting materials: CC1=CCCC2=CC=CC=C12 (1-methyl-3,4-dihydronaphthalene), C(C)(=O)O (acetic acid), C=O (formaldehyde), Cl.C(CC)N (propylamine hydrochloride). The product is C(CC)N1CC=2CCC3=C(C2CC1)C=CC=C3 (1,2,3,4,5,6-hexahydro-3-propyl-benz[f]isoquinoline). RXN SMILES: [CH3:1][C:2]1[C:11]2[C:6](=[CH:7][CH:8]=[CH:9][CH:10]=2)[CH2:5][CH2:4][CH:3]=1.C=O.Cl.[CH2:15]([NH2:18])[CH2:16][CH3:17].[C:19](O)(=O)[CH3:20]>>[CH2:15]([N:18]1[CH2:5][CH2:6][C:11]2[C:10]3[CH:9]=[CH:8][CH:7]=[CH:20][C:19]=3[CH2:4][CH2:3][C:2]=2[CH2:1]1)[CH2:16][CH3:17] |f:2.3|. Reported procedure: Following the procedure of Example 1, step 3, 1.04 g (7.19 mmol) of 1-methyl-3,4-dihydronaphthalene in 7 ml of acetic acid was reacted with 2.33 ml of 37% formaldehyde solution and 1.58 g of propylamine hydrochloride. Work up gave 1.98 g of crude 1,2,3,4,5,6-hexahydro-3-propyl-benz[f]isoquinoline. Following the procedure of Example 2, this was reacted with 0.435 g of lithium wire in 250 ml of liquid ammonia, 40 ml of anhydrous THF and 1 ml of aniline. Chromatography on flash silica, eluting with... The reactants are CC#N, O=C(NC1COC1=O)OCc1ccccc1, c1cn[nH]c1. Product: O=C(NC(Cn1cccn1)C(=O)O)OCc1ccccc1. RXN SMILES: [CH3:22][C:23]#[N:24].[O:1]=[C:2]1[O:3][CH2:4][CH:5]1[NH:6][C:7]([O:8][CH2:9][c:10]1[cH:11][cH:12][cH:13][cH:14][cH:15]1)=[O:16].[nH:17]1[n:18][cH:19][cH:20][cH:21]1>>[O:1]=[C:2]([OH:3])[CH:5]([CH2:4][n:17]1[n:18][cH:19][cH:20][cH:21]1)[NH:6][C:7]([O:8][CH2:9][c:10]1[cH:11][cH:12][cH:13][cH:14][cH:15]1)=[O:16].